From a dataset of the Open Reaction Database (ORD), a public repository of structured organic reaction records. describe an organic reaction: reactants, conditions, products, and yield Starting materials: C(#N)[BH3-].[Na+] (sodium cyanoborohydride), C(CCCCC)C=1C=CC(=NC1)C1=CC=C(C=C1C1=CC=CC=C1)C=O (6-(5-hexylpyridin-2-yl)biphenyl-3-carbaldehyde), NCCCP(O)(O)=O ((3-aminopropyl)phosphonic acid), [OH-].C(CCC)[N+](CCCC)(CCCC)CCCC (tetrabutylammonium hydroxide). Solvent: CO (methanol). Conditions: temperature 50 celsius. Product: C(CCCCC)C=1C=CC(=NC1)C1=CC=C(C=C1C1=CC=CC=C1)CNCCCP(O)(O)=O ((3-{[6-(5-Hexyl-pyridin-2-yl)-biphenyl-3-ylmethyl]-amino}-propyl)-phosphonic acid). The yield is 33.1%. Reaction SMILES: [CH2:1]([C:7]1[CH:8]=[CH:9][C:10]([C:13]2[C:18]([C:19]3[CH:24]=[CH:23][CH:22]=[CH:21][CH:20]=3)=[CH:17][C:16]([CH:25]=O)=[CH:15][CH:14]=2)=[N:11][CH:12]=1)[CH2:2][CH2:3][CH2:4][CH2:5][CH3:6].[NH2:27][CH2:28][CH2:29][CH2:30][P:31](=[O:34])([OH:33])[OH:32].[OH-].C([N+](CCCC)(CCCC)CCCC)CCC.C([BH3-])#N.[Na+]>CO>[CH2:1]([C:7]1[CH:8]=[CH:9][C:10]([C:13]2[C:18]([C:19]3[CH:24]=[CH:23][CH:22]=[CH:21][CH:20]=3)=[CH:17][C:16]([CH2:25][NH:27][CH2:28][CH2:29][CH2:30][P:31](=[O:32])([OH:34])[OH:33])=[CH:15][CH:14]=2)=[N:11][CH:12]=1)[CH2:2][CH2:3][CH2:4][CH2:5][CH3:6] |f:2.3,4.5|. Reported procedure: To a solution of 6-(5-hexylpyridin-2-yl)biphenyl-3-carbaldehyde (80 mg, 0.233 mmol) and (3-aminopropyl)phosphonic acid (32.4 mg) in methanol was added tetrabutylammonium hydroxide (1M in MeOH, 0.23 mL). The reaction mixture was heated to 50° C. for 30 min with stirring, then sodium cyanoborohydride (41 mg, 0.65 mmol) was added. The reaction mixture was heated to 50° C. with stirring for 3 h. After cooling to RT, the mixture was concentrated and purified by MPLC (0-100% ethyl acetate in hexanes) ... Starting materials: ice water, [H-].[Na+] (sodium hydride), ClC1=CC(=C2C(=N1)NC=C2)[N+](=O)[O-] (6-chloro-4-nitro-1H-pyrrolo[2,3-b]pyridine), C[Si](CCOCCl)(C)C (2-(trimethylsilyl)ethoxymethyl chloride). Run in CN(C=O)C (dimethylformamide). Conditions: time 30 minute. Yields the product ClC1=CC(=C2C(=N1)N(C=C2)COCC[Si](C)(C)C)[N+](=O)[O-] (6-Chloro-4-nitro-1-{[2-(trimethylsilyl)ethoxy]methyl}-1H-pyrrolo[2,3-b]pyridine). RXN SMILES: [H-].[Na+].[Cl:3][C:4]1[N:9]=[C:8]2[NH:10][CH:11]=[CH:12][C:7]2=[C:6]([N+:13]([O-:15])=[O:14])[CH:5]=1.[CH3:16][Si:17]([CH3:24])([CH3:23])[CH2:18][CH2:19][O:20][CH2:21]Cl>CN(C)C=O>[Cl:3][C:4]1[N:9]=[C:8]2[N:10]([CH2:21][O:20][CH2:19][CH2:18][Si:17]([CH3:24])([CH3:23])[CH3:16])[CH:11]=[CH:12][C:7]2=[C:6]([N+:13]([O-:15])=[O:14])[CH:5]=1 |f:0.1|. Reported procedure: At 0° C. and under an atmosphere of argon, 1.34 g (28.3 mmol) of sodium hydride (60% in mineral oil) are added in small portions to a solution of 5.6 g (28.3 mmol) of 6-chloro-4-nitro-1H-pyrrolo[2,3-b]pyridine in dimethylformamide (50 ml), and the suspension is stirred at RT for 30 minutes. The mixture is once more cooled to 0° C., 5.3 ml (29.8 mmol of 2-(trimethylsilyl)ethoxymethyl chloride are added dropwise and the mixture is allowed to stir at room temperature for 2 h. The suspension is pour... The reactants are C(C=C)C1=CC=C(C=C1)C1OCC(CO1)(C)C (2-(4-Allylphenyl)-5,5-dimethyl-1,3-dioxane), C(C)(=S)O (thioacetic acid). Run in C1(=CC=CC=C1)C (toluene). Run at temperature 90 celsius. Product: C(C)(=O)SCCCC1=CC=C(C=C1)C1OCC(CO1)(C)C (2-{4-[3-(S-Acetylthio)propyl]phenyl}-5,5-dimethyl-1,3-dioxane). Yield: 63.8%. As a reaction SMILES: [CH2:1]([C:4]1[CH:9]=[CH:8][C:7]([CH:10]2[O:15][CH2:14][C:13]([CH3:17])([CH3:16])[CH2:12][O:11]2)=[CH:6][CH:5]=1)[CH:2]=[CH2:3].[C:18]([OH:21])(=[S:20])[CH3:19]>C1(C)C=CC=CC=1>[C:18]([S:20][CH2:3][CH2:2][CH2:1][C:4]1[CH:5]=[CH:6][C:7]([CH:10]2[O:11][CH2:12][C:13]([CH3:17])([CH3:16])[CH2:14][O:15]2)=[CH:8][CH:9]=1)(=[O:21])[CH3:19]. Reported procedure: Following a general procedure (Lub et al. (1997) Liebigs Ann. Recueil, 2281–2288), 13 (845 mg, 3.60 mmol) and thioacetic acid (910 μL, 12.7 mmol) were dissolved in toluene (20 mL) and the solution was purged with argon for 15 min. Then AIBN (200 mg) was added and the mixture was heated to 90° C. Over a period of 23 h more AIBN (1.10 g) was added in several portions. Then aq NaHCO3 (10%, 50 mL) was added and the phases were separated. The aqueous phase was washed with ether and the combined organ... The solvent is C1(=CC=CC=C1)C (toluene). The reagents and catalysts are NC(=S)N (thiourea). Yield: 65.1%. Reactants: C1(CCCCC1)/C=C(/C(=O)OC(C)(C)C)\C(=O)C1=C(C=CC=C1)O ((E)-tert-butyl 3-cyclohexyl-2-(2-hydroxyphenylcarbonyl)prop-2-enoate), III, C1(=CC=C(C=C1)S(=O)(=O)O)C (p-toluenesulfonic acid). Procedure: Prepared according to general procedure using (E)-tert-butyl 3-cyclohexyl-2-(2-hydroxyphenylcarbonyl)prop-2-enoate (66 mg, 0.20 mmol), thiourea catalyst III (14 mg, 0.020 mmol) in 2.0 mL toluene for 5 d at −25° C. and p-toluenesulfonic acid (19 mg, 0.10 mmol) for 4 h. Purification via column chromatography with 10% EtOAc/hexanes afforded 30.0 mg (65%) of 16 as a white solid in 80% ee. [α]D: −53.0 (EtOH, c=0.5). Analytical data for 16: IR (film) 2928.8, 1689.6, 1608.8, 1467.1, 1310.1, 1229.6 cm−1... The product is C1(CCCCC1)[C@@H]1OC2=CC=CC=C2C(C1)=O ((R)-2-(cyclohexyl)chroman-4-one). As a reaction SMILES: [CH:1]1(/[CH:7]=[C:8](\[C:16]([C:18]2[CH:23]=[CH:22][CH:21]=[CH:20][C:19]=2[OH:24])=[O:17])/C(OC(C)(C)C)=O)[CH2:6][CH2:5][CH2:4][CH2:3][CH2:2]1.C1(C)C=CC(S(O)(=O)=O)=CC=1>NC(N)=S.C1(C)C=CC=CC=1>[CH:1]1([C@H:7]2[CH2:8][C:16](=[O:17])[C:18]3[C:19](=[CH:20][CH:21]=[CH:22][CH:23]=3)[O:24]2)[CH2:6][CH2:5][CH2:4][CH2:3][CH2:2]1.